This data is from the Open Reaction Database (ORD), a public repository of structured organic reaction records. The task is: describe an organic reaction: reactants, conditions, products, and yield The reactants are FC=1C=C(C#N)C=C(C1[N+](=O)[O-])OC (3-fluoro-5-methoxy-4-nitrobenzonitrile), OS(=O)(=O)O (H2SO4), O (water). Run at temperature 100 celsius. Product: FC=1C=C(C(=O)O)C=C(C1[N+](=O)[O-])OC (3-Fluoro-5-methoxy-4-nitrobenzoic acid). Yield: 75.0%. As a reaction SMILES: [F:1][C:2]1[CH:3]=[C:4]([CH:7]=[C:8]([O:13][CH3:14])[C:9]=1[N+:10]([O-:12])=[O:11])[C:5]#N.[OH:15]S(O)(=O)=O.[OH2:20]>>[F:1][C:2]1[CH:3]=[C:4]([CH:7]=[C:8]([O:13][CH3:14])[C:9]=1[N+:10]([O-:12])=[O:11])[C:5]([OH:15])=[O:20]. Reported procedure: A suspension of 3-fluoro-5-methoxy-4-nitrobenzonitrile (940 mg, 4.8 mmol) in a mixture of concentrated H2SO4 and water (2 mL/2 mL) was heated at 100° C. overnight. The reaction mixture was then cooled down, solid filtered and dried to give the product as brown solid (770 mg, 75%). Starting materials: BrC1=CC=2C3=C(C=NC2C=C1)N(C(N3C=3C(=NN(C3)C)C)=O)C (8-bromo-1-(1,3-dimethyl-1H-pyrazol-4-yl)-3-methyl-1,3-dihydro-imidazo[4,5-c]quinolin-2-one), BrC1=CC=2C3=C(C=NC2C=C1)N(C(N3C=3C(=NN(C3)C)C)=O)C (8-bromo-1-(1,3-dimethyl-1H-pyrazol-4-yl)-3-methyl-1,3-dihydro-imidazo[4,5-c]quinolin-2-one), C(C)N(C=1C=NC=C(C1)B1OC(C(O1)(C)C)(C)C)CC (diethyl-[5-(4,4,5,5-tetramethyl-[1,3,2]dioxaborolan-2-yl)-pyridin-3-yl]-amine). Yields the product C(C)N(C=1C=C(C=NC1)C1=CC=2C3=C(C=NC2C=C1)N(C(N3C=3C(=NN(C3)C)C)=O)C)CC (8-(5-Diethylamino-pyridin-3-yl)-1-(1,3-dimethyl-1H-pyrazol-4-yl)-3-methyl-1,3-dihydro-imidazo[4,5-c]quinolin-2-one). Reaction SMILES: Br[C:2]1[CH:11]=[CH:10][C:9]2[N:8]=[CH:7][C:6]3[N:12]([CH3:23])[C:13](=[O:22])[N:14]([C:15]4[C:16]([CH3:21])=[N:17][N:18]([CH3:20])[CH:19]=4)[C:5]=3[C:4]=2[CH:3]=1.[CH2:24]([N:26]([CH2:42][CH3:43])[C:27]1[CH:28]=[N:29][CH:30]=[C:31](B2OC(C)(C)C(C)(C)O2)[CH:32]=1)[CH3:25]>>[CH2:42]([N:26]([CH2:24][CH3:25])[C:27]1[CH:32]=[C:31]([C:2]2[CH:11]=[CH:10][C:9]3[N:8]=[CH:7][C:6]4[N:12]([CH3:23])[C:13](=[O:22])[N:14]([C:15]5[C:16]([CH3:21])=[N:17][N:18]([CH3:20])[CH:19]=5)[C:5]=4[C:4]=3[CH:3]=2)[CH:30]=[N:29][CH:28]=1)[CH3:43]. Procedure: The title compound was synthesized in a similar manner as described for Example 1.1 using 8-bromo-1-(1,3-dimethyl-1H-pyrazol-4-yl)-3-methyl-1,3-dihydro-imidazo[4,5-c]quinolin-2-one (Intermediate A) and diethyl-[5-(4,4,5,5-tetramethyl-[1,3,2]dioxaborolan-2-yl)-pyridin-3-yl]-amine (Stage 95.1.1) to give the title compound as a white solid. (HPLC: tR 2.31 min (Method A); M+H=442 MS-ES; 1H-NMR (d6-DMSO, 400 MHz) 8.98 (s, 1H), 8.13-8.09 (m, 2H), 8.07-8.05 (m, 1H), 7.96-7.91 (m, 2H), 7.60-7.58 (m, 1H)... Reactants: O=C=NCc1ccccc1, COC(=O)CCCC=CCC1COC(C)OC1CN, O, c1ccncc1. The product is COC(=O)CCCC=CCC1COC(C)OC1CNC(=O)NCc1ccccc1. Reaction SMILES: [CH2:20]([c:21]1[cH:22][cH:23][cH:24][cH:25][cH:26]1)[N:27]=[C:28]=[O:29].[NH2:1][CH2:2][CH:3]1[O:4][CH:5]([CH3:19])[O:6][CH2:7][CH:8]1[CH2:9][CH:10]=[CH:11][CH2:12][CH2:13][CH2:14][C:15](=[O:16])[O:17][CH3:18].[OH2:30].[cH:31]1[cH:32][cH:33][n:34][cH:35][cH:36]1>>[NH:1]([CH2:2][CH:3]1[O:4][CH:5]([CH3:19])[O:6][CH2:7][CH:8]1[CH2:9][CH:10]=[CH:11][CH2:12][CH2:13][CH2:14][C:15](=[O:16])[O:17][CH3:18])[C:28]([NH:27][CH2:20][c:21]1[cH:22][cH:23][cH:24][cH:25][cH:26]1)=[O:29].